This data is from the Open Reaction Database (ORD), a public repository of structured organic reaction records. The task is: describe an organic reaction: reactants, conditions, products, and yield The reactants are ClC1=NC=2N(C(N(C(C2N1)=O)CCCCC(=O)OCC)=O)CC (ethyl 5-(8-chloro-3-ethyl-2,6-dioxo-2,3,6,7-tetrahydro-1H-purin-1-yl)pentanoate), O (water), [OH-].[Li+] (lithium hydroxide). Solvent: CO (methanol). Reaction conditions: temperature 40 celsius, time 17 hour. Yields the product ClC1=NC=2N(C(N(C(C2N1)=O)CCCCC(=O)O)=O)CC (5-(8-chloro-3-ethyl-2,6-dioxo-2,3,6,7-tetrahydro-1H-purin-1-yl)pentanoic acid). The yield is 94.4%. RXN SMILES: [Cl:1][C:2]1[NH:10][C:9]2[C:8](=[O:11])[N:7]([CH2:12][CH2:13][CH2:14][CH2:15][C:16]([O:18]CC)=[O:17])[C:6](=[O:21])[N:5]([CH2:22][CH3:23])[C:4]=2[N:3]=1.O.[OH-].[Li+]>CO>[Cl:1][C:2]1[NH:10][C:9]2[C:8](=[O:11])[N:7]([CH2:12][CH2:13][CH2:14][CH2:15][C:16]([OH:18])=[O:17])[C:6](=[O:21])[N:5]([CH2:22][CH3:23])[C:4]=2[N:3]=1 |f:2.3|. Reported procedure: A solution of ethyl 5-(8-chloro-3-ethyl-2,6-dioxo-2,3,6,7-tetrahydro-1H-purin-1-yl)pentanoate (2.3 g, 6.7 mmol) in methanol (75 ml) was treated with water (3 ml) and lithium hydroxide (0.481 g, 20.1 mmol) and the mixture stirred at 40° C. for 17 h. The mixture was evaporated to dryness and the residue treated with 50 ml of ethyl acetate and 50 ml of water. The 2 phases were separated and the aqueous phase adjusted to pH5 using 2M aqueous hydrochloric acid. The precipitated product was filtered o... Reactants: C(=O)(OC)[C@@H]1[C@]2(C)[C@@H](CC1)[C@@H]1CN(C3=CC(CC[C@]3(C)[C@H]1CC2)=O)C(=O)OC(C)(C)C (17β-carbomethoxy-6-t-butoxycarbonyl-6-azaandrost-4-en-3-one), O (water), O[Li].O (LiOH.H2O), OS(=O)(=O)[O-].[Na+] (NaHSO4), hexanes ethyl acetate. Run in O1CCOCC1 (dioxane). Run at time 8 hour. The product is C(=O)(O)[C@@H]1[C@]2(C)[C@@H](CC1)[C@@H]1CN(C3=CC(CC[C@]3(C)[C@H]1CC2)=O)C(=O)OC(C)(C)C (17β-Carboxy-6-t-butoxycarbonyl-6-azaandrost-4-en-3-one). Reaction SMILES: [C:1]([C@H:5]1[CH2:10][CH2:9][C@H:8]2[C@H:11]3[C@H:21]([CH2:22][CH2:23][C@:6]12[CH3:7])[C@:19]1([CH3:20])[C:14](=[CH:15][C:16](=[O:24])[CH2:17][CH2:18]1)[N:13]([C:25]([O:27][C:28]([CH3:31])([CH3:30])[CH3:29])=[O:26])[CH2:12]3)([O:3]C)=[O:2].O.O[Li].O.OS([O-])(=O)=O.[Na+]>O1CCOCC1>[C:1]([C@H:5]1[CH2:10][CH2:9][C@H:8]2[C@H:11]3[C@H:21]([CH2:22][CH2:23][C@:6]12[CH3:7])[C@:19]1([CH3:20])[C:14](=[CH:15][C:16](=[O:24])[CH2:17][CH2:18]1)[N:13]([C:25]([O:27][C:28]([CH3:31])([CH3:30])[CH3:29])=[O:26])[CH2:12]3)([OH:3])=[O:2] |f:2.3,4.5|. Procedure: A solution of 17β-carbomethoxy-6-t-butoxycarbonyl-6-azaandrost-4-en-3-one (15.4 g, 36 mmol), from part E, in dioxane (150 mL) and water (100 mL) is treated with LiOH.H2O (3.31 g, 79 mmol) and stirred overnight in a water bath. The reaction is poured into saturated aqueous NaHSO4 (150 mL), extracted with methylene chloride (3×100 mL), extracts washed with saturated aqueous NaCl, dried over MgSO4 and concentrated to a volume of 100 mL. At this point crystals begin to form and 2:1 hexanes/ethyl ace... Starting materials: C1(=CC=C(C=C1)S(=O)(=O)OC(CC=1SC=CC1)C)C (2-(p-Toluenesulphonyloxy)-propylthiophene), C(C)(=O)Cl (acetyl chloride), [Cl-].[Cl-].[Cl-].[Al+3] (aluminium trichloride). The solvent is C(Cl)Cl (methylene chloride). The product is C(C)(=O)C1=CC=C(S1)CC(C)OS(=O)(=O)C1=CC=C(C=C1)C (5-acetyl-2-(p-toluenesulphonyloxy)-propylthiophene). As a reaction SMILES: [C:1]1([CH3:19])[CH:6]=[CH:5][C:4]([S:7]([O:10][CH:11]([CH3:18])[CH2:12][C:13]2[S:14][CH:15]=[CH:16][CH:17]=2)(=[O:9])=[O:8])=[CH:3][CH:2]=1.[C:20](Cl)(=[O:22])[CH3:21].[Cl-].[Cl-].[Cl-].[Al+3]>C(Cl)Cl>[C:20]([C:15]1[S:14][C:13]([CH2:12][CH:11]([O:10][S:7]([C:4]2[CH:3]=[CH:2][C:1]([CH3:19])=[CH:6][CH:5]=2)(=[O:9])=[O:8])[CH3:18])=[CH:17][CH:16]=1)(=[O:22])[CH3:21] |f:2.3.4.5|. Procedure details: 2-(p-Toluenesulphonyloxy)-propylthiophene was reacted with acetyl chloride and aluminium trichloride in methylene chloride to give 5-acetyl-2-(p-toluenesulphonyloxy)-propylthiophene. With sodium azide in DMSO there was obtained therefrom 5-(3-azidopropyl)-2-thienyl methyl ketone. Oxidation with sodium hydrobromite gave 5-(3-azidopropyl)-2-thiophenecarboxylic acid, m.p. 71°-72°. Reaction of this acid with thionyl chloride and subsequent treatment with conc. ammonia yielded 5-(3-azidopropyl)-2-thi...